From a dataset of the Open Reaction Database (ORD), a public repository of structured organic reaction records. describe an organic reaction: reactants, conditions, products, and yield The reactants are CC=CC(=O)O, NCCO, c1ccncc1. Yields the product CCC(NCCO)C(=O)O. RXN SMILES: [C:1]([CH:2]=[CH:3][CH3:4])(=[O:5])[OH:6].[CH2:7]([OH:8])[CH2:9][NH2:10].[cH:11]1[cH:12][cH:13][n:14][cH:15][cH:16]1>>[C:1]([CH:2]([CH2:3][CH3:4])[NH:10][CH2:9][CH2:7][OH:8])(=[O:5])[OH:6].